Dataset: the Open Reaction Database (ORD), a public repository of structured organic reaction records. Task: describe an organic reaction: reactants, conditions, products, and yield Reactants: ClCCl, Nc1ccc(Cl)cc1[N+](=O)[O-], O, O=S(=O)(Cl)c1ccccc1, c1ccncc1. The product is O=[N+]([O-])c1cc(Cl)ccc1NS(=O)(=O)c1ccccc1. RXN SMILES: [CH2:29]([Cl:30])[Cl:31].[N+:1](=[O:2])([O-:3])[c:4]1[c:5]([NH2:6])[cH:7][cH:8][c:9]([Cl:11])[cH:10]1.[OH2:28].[c:18]1([S:24](=[O:25])(=[O:26])[Cl:27])[cH:19][cH:20][cH:21][cH:22][cH:23]1.[cH:12]1[cH:13][cH:14][n:15][cH:16][cH:17]1>>[N+:1](=[O:2])([O-:3])[c:4]1[c:5]([NH:6][S:24]([c:18]2[cH:19][cH:20][cH:21][cH:22][cH:23]2)(=[O:25])=[O:26])[cH:7][cH:8][c:9]([Cl:11])[cH:10]1. Starting materials: Cl.CN([C@@H]1C2=C(OC([C@H]1O)(C)C)C=CC=C2)C (trans-4-dimethylamino-3,4-dihydro-2,2-dimethyl-2H-benzo[b]pyran-3-ol hydrochloride), Cl.C(C)(C)(C)N[C@@H]1C2=C(OC([C@H]1O)(C)C)C=CC=C2 (trans-4-t-butylamino-3,4-dihydro-2,2-dimethyl-2H-benzo[b]pyran-3-ol hydrochloride), Cl.O1CCN(CC1)[C@@H]1C2=C(OC([C@H]1O)(C)C)C=CC=C2 (trans-4-morpholino-3,4-dihydro-2,2-dimethyl-2H-benzo[b]pyran-3-ol hydrochloride). The product is C(C)(C)N[C@@H]1C2=C(OC([C@H]1O)(C)C)C=CC=C2 (TRANS-4-ISOPROPYLAMINO-3,4-DIHYDRO-2,2-DIMETHYL-2H-BENZO [b]PYRAN-3-OL). Reaction SMILES: Cl.CN(C)[C@H]1[C@H](O)C(C)(C)OC2C=CC=CC1=2.Cl.[C:19]([NH:23][C@H:24]1[C@H:29]([OH:30])[C:28]([CH3:32])([CH3:31])[O:27][C:26]2[CH:33]=[CH:34][CH:35]=[CH:36][C:25]1=2)(C)([CH3:21])[CH3:20].Cl.O1CCN([C@H]2[C@H](O)C(C)(C)OC3C=CC=CC2=3)CC1>>[CH:19]([NH:23][C@H:24]1[C@H:29]([OH:30])[C:28]([CH3:32])([CH3:31])[O:27][C:26]2[CH:33]=[CH:34][CH:35]=[CH:36][C:25]1=2)([CH3:21])[CH3:20] |f:0.1,2.3,4.5|. Procedure details: 3,4-Epoxy-3,4-dihydro-2,2-dimethyl-2H-benzo[b]pyran (10000g.) prepared as described by R. Livingstone, J. Chem. Soc., 76, (1962), was treated with isopropylamine (12 ml: an excess) in refluxing ethanol (50 ml.) for 16 hours. The solution was then evaporated to dryness in vacuo to give an off-white solid (13.00g.). This residue was dissolved in diethyl ether and treated with ethereal hydrogen chloride to give a crystalline hydrochloride (12.06g). Re-crystallisation from ethanol/diethyl ether yiel... Reactants: C(C)(C)N(CC)C(C)C (Diisopropylethylamine), C[C@@H]1CNC[C@H](O1)C ((2R,6R)-2,6-dimethylmorpholine), FC1(CN(C1)C(=O)C1=NOC2=C1C=C(C(=C2F)F)C=O)F (3-(3,3-difluoroazetidine-1-carbonyl)-6,7-difluorobenzo[d]isoxazole-5-carbaldehyde), FC1(CN(C1)C(=O)C1=NOC2=C1C=C(C(=C2F)F)C=O)F (3-(3,3-difluoroazetidine-1-carbonyl)-6,7-difluorobenzo[d]isoxazole-5-carbaldehyde). The solvent is C(C)#N (acetonitrile), O (water), [Cl-].[Na+].O (brine). Yields the product FC1(CN(C1)C(=O)C1=NOC2=C1C=C(C(=C2F)N2C[C@H](O[C@@H](C2)C)C)C=O)F (3-(3,3-difluoroazetidine-1-carbonyl)-6-((2R,6R)-2,6-dimethylmorpholino)-7-fluorobenzo[d]isoxazole-5-carbaldehyde). RXN SMILES: C(N(C(C)C)CC)(C)C.[CH3:10][C@H:11]1[O:16][C@H:15]([CH3:17])[CH2:14][NH:13][CH2:12]1.[F:18][C:19]1([F:38])[CH2:22][N:21]([C:23]([C:25]2[C:29]3[CH:30]=[C:31]([CH:36]=[O:37])[C:32](F)=[C:33]([F:34])[C:28]=3[O:27][N:26]=2)=[O:24])[CH2:20]1>C(#N)C.O.[Cl-].[Na+].O>[F:38][C:19]1([F:18])[CH2:20][N:21]([C:23]([C:25]2[C:29]3[CH:30]=[C:31]([CH:36]=[O:37])[C:32]([N:13]4[CH2:14][C@@H:15]([CH3:17])[O:16][C@H:11]([CH3:10])[CH2:12]4)=[C:33]([F:34])[C:28]=3[O:27][N:26]=2)=[O:24])[CH2:22]1 |f:5.6.7|. Procedure: Diisopropylethylamine (1.432 ml, 8.20 mmol) and (2R,6R)-2,6-dimethylmorpholine (1.027 ml, 8.20 mmol) were added to a solution of 3-(3,3-difluoroazetidine-1-carbonyl)-6,7-difluorobenzo[d]isoxazole-5-carbaldehyde (Intermediate 241, 1.906 g, 6.31 mmol) in acetonitrile (50 ml). The reaction was stirred at reflux for 20 hours. The reaction was cooled to room temp, diluted with water and brine and extracted twice with ethyl acetate. The organic layers were combined, dried over MgSO4 and concentrated. ... RXN SMILES: [BH3:33].[C:1](#[N:2])[c:3]1[c:4](-[c:21]2[cH:22][n:23][c:24]3[n:25]2[cH:26][cH:27][cH:28][c:29]3[CH:30]([F:31])[F:32])[n:5][c:6]([NH:9][CH:10]([CH3:11])[c:12]2[cH:13][c:14]([C:15](=[O:16])[OH:17])[cH:18][cH:19][cH:20]2)[n:7][cH:8]1.[C:35](=[O:36])([O-:37])[OH:38].[Na+:39].[Na:34].[O:40]1[CH2:41][CH2:42][CH2:43][CH2:44]1>>[C:1](#[N:2])[c:3]1[c:4](-[c:21]2[cH:22][n:23][c:24]3[n:25]2[cH:26][cH:27][cH:28][c:29]3[CH:30]([F:31])[F:32])[n:5][c:6]([NH:9][CH:10]([CH3:11])[c:12]2[cH:13][c:14]([CH2:15][OH:16])[cH:18][cH:19][cH:20]2)[n:7][cH:8]1. Product: CC(Nc1ncc(C#N)c(-c2cnc3c(C(F)F)cccn23)n1)c1cccc(CO)c1. Reactants: B, CC(Nc1ncc(C#N)c(-c2cnc3c(C(F)F)cccn23)n1)c1cccc(C(=O)O)c1, O=C([O-])O, [Na+], [Na], C1CCOC1. Reactants: C(=O)(Cl)Cl (phosgene), NC1=C(C(=O)O)C=C(C(=C1)F)F (2-amino-4,5-difluorobenzoic acid). Solvent: C1(=CC=CC=C1)C (toluene), C([O-])([O-])=O.[Na+].[Na+] (sodium carbonate). Conditions: time 15 hour. The product is FC=1C(=CC2=C(C(OC(N2)=O)=O)C1)F (6,7-difluoro-1H-3,1-benzoxazine-2,4-dione). RXN SMILES: [C:1](Cl)(Cl)=[O:2].[NH2:5][C:6]1[CH:14]=[C:13]([F:15])[C:12]([F:16])=[CH:11][C:7]=1[C:8]([OH:10])=[O:9]>C1(C)C=CC=CC=1.C(=O)([O-])[O-].[Na+].[Na+]>[F:16][C:12]1[C:13]([F:15])=[CH:14][C:6]2[NH:5][C:1](=[O:2])[O:9][C:8](=[O:10])[C:7]=2[CH:11]=1 |f:3.4.5|. Procedure details: A solution of phosgene (45 g) in toluene (160 ml) was added during 20 minutes to a stirred solution of 2-amino-4,5-difluorobenzoic acid (26 g) in aqueous sodium carbonate (20.7 g anhydrous sodium carbonate in 350 ml water), keeping the temperature below 40°. The mixture was stirred at room temperature for 15 hours. The solid product was collected by filtration, washed with water and dried to give the novel compound 6,7-difluoro-1H-3,1-benzoxazine-2,4-dione, m.p. 223°-226° (dec.).